Dataset: the Open Reaction Database (ORD), a public repository of structured organic reaction records. Task: describe an organic reaction: reactants, conditions, products, and yield Solvent: C(Cl)Cl (methylene chloride). RXN SMILES: O.ON1[C:7]2[CH:8]=[CH:9][CH:10]=[CH:11][C:6]=2N=N1.C(N(C(C)C)[CH:15]([CH3:17])[CH3:16])C.Cl.CN(C)CCCN=C=NCC>C(Cl)Cl>[CH2:16]1[C:7]2[C:6](=[CH:11][CH:10]=[CH:9][CH:8]=2)[CH2:17][CH2:15]1 |f:0.1,3.4|. The product is C1CCC2=CC=CC=C12 (dihydroindene). Procedure details: 1-Hydroxybenzotriazole hydrate (0.3 eq.) and N-ethyl-diisopropylamine (4 eq.) were added to a solution of (G) (1.5 eq.) in methylene chloride. The reaction mixture was cooled to 0° C. and 1-(3-dimethylaminopropyl)-3-ethylcarbodiimide hydrochloride (1.5 eq.) was then added. The mixture was stirred at this temperature for 15 min, before the amine (1 eq.) was finally added. The reaction mixture was then stirred at room temperature overnight. For working up, the reaction mixture was washed 3× with 0... Reactants: Cl.CN(CCCN=C=NCC)C (1-(3-dimethylaminopropyl)-3-ethylcarbodiimide hydrochloride), O.ON1N=NC2=C1C=CC=C2 (1-Hydroxybenzotriazole hydrate), C(C)N(C(C)C)C(C)C (N-ethyl-diisopropylamine), ( G ), amine. Run at temperature 0 celsius, time 8 hour. Procedure: Treatment of (2R)-2-({1-[(4-methylphenyl)sulfonyl]-5-[(1E)-prop-1-enyl]-1H-indol-4-yl}oxy)but-3-enyl 4-methylbenzenesulfonate with bis(tricyclopentyl-phosphine) benzylidene ruthenium (IV) in dichloromethane under the conditions described for Example 1b gives {(2R)-7-[(4-methylphenyl)sulfonyl]-2,7-dihydropyrano[2,3-e]indol-2-yl}methyl 4-methylbenzenesulfonate. The reagents and catalysts are C(C1=CC=CC=C1)=[Ru+2].C1(CCCC1)P(C1CCCC1)C1CCCC1.C1(CCCC1)P(C1CCCC1)C1CCCC1 (bis(tricyclopentyl-phosphine) benzylidene ruthenium (IV)). As a reaction SMILES: [CH3:1][C:2]1[CH:7]=[CH:6][C:5]([S:8]([O:11][CH2:12][C@H:13]([O:16][C:17]2[C:25](/[CH:26]=C/C)=[CH:24][CH:23]=[C:22]3[C:18]=2[CH:19]=[CH:20][N:21]3[S:29]([C:32]2[CH:37]=[CH:36][C:35]([CH3:38])=[CH:34][CH:33]=2)(=[O:31])=[O:30])[CH:14]=C)(=[O:10])=[O:9])=[CH:4][CH:3]=1>ClCCl.C(=[Ru+2])C1C=CC=CC=1.C1(P(C2CCCC2)C2CCCC2)CCCC1.C1(P(C2CCCC2)C2CCCC2)CCCC1>[CH3:1][C:2]1[CH:3]=[CH:4][C:5]([S:8]([O:11][CH2:12][C@@H:13]2[O:16][C:17]3=[C:18]4[C:22](=[CH:23][CH:24]=[C:25]3[CH:26]=[CH:14]2)[N:21]([S:29]([C:32]2[CH:33]=[CH:34][C:35]([CH3:38])=[CH:36][CH:37]=2)(=[O:30])=[O:31])[CH:20]=[CH:19]4)(=[O:10])=[O:9])=[CH:6][CH:7]=1 |f:2.3.4|. Starting materials: CC1=CC=C(C=C1)S(=O)(=O)OC[C@@H](C=C)OC1=C2C=CN(C2=CC=C1\C=C\C)S(=O)(=O)C1=CC=C(C=C1)C ((2R)-2-({1-[(4-methylphenyl)sulfonyl]-5-[(1E)-prop-1-enyl]-1H-indol-4-yl}oxy)but-3-enyl 4-methylbenzenesulfonate). The product is CC1=CC=C(C=C1)S(=O)(=O)OC[C@H]1C=CC=2C(=C3C=CN(C3=CC2)S(=O)(=O)C2=CC=C(C=C2)C)O1 ({(2R)-7-[(4-methylphenyl)sulfonyl]-2,7-dihydropyrano[2,3-e]indol-2-yl}methyl 4-methylbenzenesulfonate). Solvent: ClCCl (dichloromethane). Reactants: O=C([O-])O, COC=O, COC(=O)Cn1cccc1C=Cc1ccccc1, [H-], [Na+], [Na+], CN(C)C=O. Yields the product COC(=O)C(=CO)n1cccc1C=Cc1ccccc1. As a reaction SMILES: [C:25](=[O:26])([OH:27])[O-:28].[CH:21](=[O:22])[O:23][CH3:24].[CH:3](=[CH:4][c:5]1[cH:6][cH:7][cH:8][cH:9][cH:10]1)[c:11]1[n:12]([CH2:16][C:17](=[O:18])[O:19][CH3:20])[cH:13][cH:14][cH:15]1.[H-:1].[Na+:29].[Na+:2].[O:30]=[CH:31][N:32]([CH3:33])[CH3:34]>>[CH:3](=[CH:4][c:5]1[cH:6][cH:7][cH:8][cH:9][cH:10]1)[c:11]1[n:12]([C:16]([C:17](=[O:18])[O:19][CH3:20])=[CH:21][OH:22])[cH:13][cH:14][cH:15]1. Reactants: NC1=NC(=NC=C1N)C1=C(C=CC=C1)F (4,5-diamino-2-(2-florophenyl)-pyrimidine), FC(C1=CC(=C(C=C1)N)N)(F)F (4-trifluoromethyl-1,2-phenylenediamine), C(C)(C)(C)S(=O)(=O)N[C@H]1CC[C@H](CC1)C(=O)O (cis-4-tert-butylsulfonylaminocyclohexane-carboxylic acid), N[C@H]1CC[C@H](CC1)C(=O)O (cis-4-aminocyclohexane-carboxylic acid). Product: C(C)(C)(C)S(=O)(=O)N[C@H]1CC[C@H](CC1)C1=NC2=NC(=NC=C2N1)C1=C(C=CC=C1)F (8-(cis-4-tert-butylsulfonylamino-cyclohexyl)-2-(2-fluorophenyl)purine). Reaction SMILES: [NH2:1][C:2]1[C:7]([NH2:8])=[CH:6][N:5]=[C:4]([C:9]2[CH:14]=[CH:13][CH:12]=[CH:11][C:10]=2[F:15])[N:3]=1.[C:16]([S:20]([NH:23][C@@H:24]1[CH2:29][CH2:28][C@H:27]([C:30](O)=O)[CH2:26][CH2:25]1)(=[O:22])=[O:21])([CH3:19])([CH3:18])[CH3:17].N[C@@H]1CC[C@H](C(O)=O)CC1.FC(F)(F)C1C=CC(N)=C(N)C=1>>[C:16]([S:20]([NH:23][C@@H:24]1[CH2:25][CH2:26][C@H:27]([C:30]2[NH:8][C:7]3[C:2](=[N:3][C:4]([C:9]4[CH:14]=[CH:13][CH:12]=[CH:11][C:10]=4[F:15])=[N:5][CH:6]=3)[N:1]=2)[CH2:28][CH2:29]1)(=[O:22])=[O:21])([CH3:19])([CH3:17])[CH3:18]. Reported procedure: By following the same procedure as described in Example 1 except that use was made of 4,5-diamino-2-(2-florophenyl)-pyrimidine and cis-4-tert-butylsulfonylaminocyclohexane-carboxylic acid as prepared from cis-4-aminocyclohexane-carboxylic acid in accordance with the 1st, 2nd and 4th steps of Example 4 described in WO0137826 in place of 4-trifluoromethyl-1,2-phenylenediamine, the title compound was prepared. Starting materials: ClC1=C(C=C(C=C1)S(=O)(=O)N(COC)C=1C(=NC=C(C1)Cl)C(C1=CC=NC=C1)O)C(F)(F)F (4-Chloro-N-[5-chloro-2-(hydroxy-pyridin-4-yl-methyl)-pyridin-3-yl]-N-methoxymethyl-3-trifluoromethyl-benzenesulfonamide). Reagents/catalysts: Cl (HCl). Run in CO (MeOH). Run at temperature 80 celsius. The product is ClC1=C(C=C(C=C1)S(=O)(=O)NC=1C(=NC=C(C1)Cl)C(C1=CC=NC=C1)O)C(F)(F)F (4-chloro-N-[5-chloro-2-(hydroxy-pyridin-4-yl-methyl)-pyridin-3-yl]-3-trifluoromethyl-benzenesulfonamide). Reaction SMILES: [Cl:1][C:2]1[CH:7]=[CH:6][C:5]([S:8]([N:11]([C:15]2[C:16]([CH:22]([OH:29])[C:23]3[CH:28]=[CH:27][N:26]=[CH:25][CH:24]=3)=[N:17][CH:18]=[C:19]([Cl:21])[CH:20]=2)COC)(=[O:10])=[O:9])=[CH:4][C:3]=1[C:30]([F:33])([F:32])[F:31]>Cl.CO>[Cl:1][C:2]1[CH:7]=[CH:6][C:5]([S:8]([NH:11][C:15]2[C:16]([CH:22]([OH:29])[C:23]3[CH:24]=[CH:25][N:26]=[CH:27][CH:28]=3)=[N:17][CH:18]=[C:19]([Cl:21])[CH:20]=2)(=[O:9])=[O:10])=[CH:4][C:3]=1[C:30]([F:33])([F:31])[F:32]. Reported procedure: 4-Chloro-N-[5-chloro-2-(hydroxy-pyridin-4-yl-methyl)-pyridin-3-yl]-N-methoxymethyl-3-trifluoromethyl-benzenesulfonamide (30 mg, 0.06 mmol) in 50% aqueous of MeOH (10 mL) was treated with 5-10 drops of conc. HCl and heated at 80° C. for 3 days. The resulting mixture was cooled to room temperature, concentrated under reduced pressure and neutralized with aqueous NaHCO3 to pH 7. It was then extracted with EtOAc to provide crude 4-chloro-N-[5-chloro-2-(hydroxy-pyridin-4-yl-methyl)-pyridin-3-yl]-3-tr... Reactants: ClCC=1C=CC(=C(OCC=2N=C(OC2C)C=2OC=CC2)C1)OC (4-(5-chloromethyl-2-methoxyphenoxy)methyl-2-(2-furyl)-5-methyl-1,3-oxazole), C(C1=CC=CC=C1)N1N=C(C(=C1)C(=O)OCC)O (ethyl 1-benzyl-3-hydroxy-1H-pyrazole-4-carboxylate), C([O-])([O-])=O.[K+].[K+] (potassium carbonate), CN(C=O)C (N,N-dimethylformamide). The solvent is O (Water). Reaction conditions: temperature 90 celsius, time 15 hour. Product: C(C1=CC=CC=C1)N1N=C(C(=C1)C(=O)OCC)OCC1=CC(=C(C=C1)OC)OCC=1N=C(OC1C)C=1OC=CC1 (ethyl 1-benzyl-3-[(3-{[2-(2-furyl)-5-methyl-1,3-oxazol-4-yl]methoxy}-4-methoxybenzyl)oxy]-1H-pyrazole-4-carboxylate). Yield: 75.8%. RXN SMILES: Cl[CH2:2][C:3]1[CH:4]=[CH:5][C:6]([O:22][CH3:23])=[C:7]([CH:21]=1)[O:8][CH2:9][C:10]1[N:11]=[C:12]([C:16]2[O:17][CH:18]=[CH:19][CH:20]=2)[O:13][C:14]=1[CH3:15].[CH2:24]([N:31]1[CH:35]=[C:34]([C:36]([O:38][CH2:39][CH3:40])=[O:37])[C:33]([OH:41])=[N:32]1)[C:25]1[CH:30]=[CH:29][CH:28]=[CH:27][CH:26]=1.C(=O)([O-])[O-].[K+].[K+].CN(C)C=O>O>[CH2:24]([N:31]1[CH:35]=[C:34]([C:36]([O:38][CH2:39][CH3:40])=[O:37])[C:33]([O:41][CH2:2][C:3]2[CH:4]=[CH:5][C:6]([O:22][CH3:23])=[C:7]([O:8][CH2:9][C:10]3[N:11]=[C:12]([C:16]4[O:17][CH:18]=[CH:19][CH:20]=4)[O:13][C:14]=3[CH3:15])[CH:21]=2)=[N:32]1)[C:25]1[CH:26]=[CH:27][CH:28]=[CH:29][CH:30]=1 |f:2.3.4|. Reported procedure: A mixture of 4-(5-chloromethyl-2-methoxyphenoxy)methyl-2-(2-furyl)-5-methyl-1,3-oxazole (2.24 g), ethyl 1-benzyl-3-hydroxy-1H-pyrazole-4-carboxylate (1.50 g), potassium carbonate (0.84 g) and N,N-dimethylformamide (50 mL) was stirred at 90° C. for 15 hrs. Water was poured into the reaction mixture, and the mixture was extracted with ethyl acetate. The ethyl acetate layer was washed with saturated brine, dried over anhydrous magnesium sulfate and concentrated. The residue was subjected to silica ... Starting materials: [Li]CCCC, CCCCCC, CCOC(=O)C(C)c1ccc(C=O)cc1, C1CCOC1, O=S1(=O)CCCC1. Yields the product CCOC(=O)C(C)c1ccc(C(O)C2CCCS2(=O)=O)cc1. RXN SMILES: [CH2:8]([Li:9])[CH2:10][CH2:11][CH3:12].[CH3:33][CH2:34][CH2:35][CH2:36][CH2:37][CH3:38].[CH:13](=[O:14])[c:15]1[cH:16][cH:17][c:18]([CH:21]([C:22](=[O:23])[O:24][CH2:25][CH3:26])[CH3:27])[cH:19][cH:20]1.[O:28]1[CH2:29][CH2:30][CH2:31][CH2:32]1.[S:1]1(=[O:6])(=[O:7])[CH2:2][CH2:3][CH2:4][CH2:5]1>>[S:1]1(=[O:6])(=[O:7])[CH:2]([CH:13]([OH:14])[c:15]2[cH:16][cH:17][c:18]([CH:21]([C:22](=[O:23])[O:24][CH2:25][CH3:26])[CH3:27])[cH:19][cH:20]2)[CH2:3][CH2:4][CH2:5]1. Starting materials: CC1=C2C(CC=NC2=C(C=C1)C)=O (5,8-dimethyl-4-quinolone), [N+](=O)(O)[O-] (nitric acid). The solvent is S(O)(O)(=O)=O (sulfuric acid). Conditions: time 10 minute. Product: CC1=C2C(CC=NC2=C(C=C1[N+](=O)[O-])C)=O (5,8-dimethyl-6-nitro-4-quinolone). Reaction SMILES: [CH3:1][C:2]1[CH:11]=[CH:10][C:9]([CH3:12])=[C:8]2[C:3]=1[C:4](=[O:13])[CH2:5][CH:6]=[N:7]2.[N+:14]([O-])([OH:16])=[O:15]>S(=O)(=O)(O)O>[CH3:1][C:2]1[C:11]([N+:14]([O-:16])=[O:15])=[CH:10][C:9]([CH3:12])=[C:8]2[C:3]=1[C:4](=[O:13])[CH2:5][CH:6]=[N:7]2. Reported procedure: In a flask is placed 5,8-dimethyl-4-quinolone (5.18 g, 29.9 mmol) (prepared according to Burckhalter, et al., J. Am. Chem. Soc., Vol. 70 (1948), p. 1363) with sulfuric acid (30 mL). After stirring for 10 minutes, the flask is cooled in ice and concentrated nitric acid (1.90 mL, 30.2 mmol) is added dropwise. After the addition is completed, the mixture is stirred for 15 minutes in ice. The mixture is then poured onto crushed ice and allowed to warm to room temperature. The gray solid is filtered ... Starting materials: C(C)(C)(C)OC(=O)[C@@H](CCCC1=CC=CC=C1)[C@H](C(=O)NN)CC(C)C (2(R)-[1(S)-(tert-butoxycarbonyl)-4-phenylbutyl]-4-methylvalerohydrazide), N(=C=O)[C@H](C(=O)OC)C(C)C (methyl (S)-(+)-2-isocyanato-3-methylbutyrate), C(C)N1CCOCC1 (N-ethylmorpholine). Procedure: A solution of 0.517 g of 2(R)-[1(S)-(tert-butoxycarbonyl)-4-phenylbutyl]-4-methylvalerohydrazide in 5 ml of dichloromethane was treated with 0.302 g of methyl (S)-(+)-2-isocyanato-3-methylbutyrate and 0.3 ml of N-ethylmorpholine. The mixture was stirred at room temperature for 4 hours and then the solution was washed with 5% aqueous citric acid solution, saturated sodium chloride solution, dried over anhydrous magnesium sulphate and evaporated. The residue was dissolved in 5 ml of toluene contai... Run in ClCCl (dichloromethane). The yield is 67.3%. Yields the product C(C)(C)(C)OC(=O)[C@@H](CCCC1=CC=CC=C1)[C@H](C(=O)NN1C(N[C@H](C1=O)C(C)C)=O)CC(C)C (2(R)-[1(S)-(tert-butoxycarbonyl)-4-phenylbutyl]-N-(4(S)-isopropyl-2,5-dioxo-1-imidazolidinyl)-4-methylvaleramide). As a reaction SMILES: [C:1]([O:5][C:6]([C@H:8]([C@@H:18]([CH2:23][CH:24]([CH3:26])[CH3:25])[C:19]([NH:21][NH2:22])=[O:20])[CH2:9][CH2:10][CH2:11][C:12]1[CH:17]=[CH:16][CH:15]=[CH:14][CH:13]=1)=[O:7])([CH3:4])([CH3:3])[CH3:2].[N:27]([C@@H:30]([CH:35]([CH3:37])[CH3:36])[C:31](OC)=[O:32])=[C:28]=[O:29].C(N1CCOCC1)C>ClCCl>[C:1]([O:5][C:6]([C@H:8]([C@@H:18]([CH2:23][CH:24]([CH3:26])[CH3:25])[C:19]([NH:21][N:22]1[C:31](=[O:32])[C@H:30]([CH:35]([CH3:37])[CH3:36])[NH:27][C:28]1=[O:29])=[O:20])[CH2:9][CH2:10][CH2:11][C:12]1[CH:17]=[CH:16][CH:15]=[CH:14][CH:13]=1)=[O:7])([CH3:4])([CH3:3])[CH3:2]. Reaction conditions: time 4 hour. The reactants are NC=1C=CC2=C(OC(OC2=O)(C)C)C1 (7-amino-2,2-dimethyl-4H-1,3-benzodioxine-4-one), CCN(C(C)C)C(C)C (DIEA), C1(CCCC1)CCC(=O)Cl (3-cyclopentylpropionyl chloride). The solvent is C(Cl)Cl (DCM), C(Cl)Cl (DCM). Reaction conditions: temperature 0 celsius, time 1 hour. Yields the product C1(CCCC1)CCC(=O)NC=1C=CC2=C(OC(OC2=O)(C)C)C1 (3-cyclopentyl-N-(2,2-dimethyl-4-oxo-4H-1,3-benzodioxin-7-yl)propanamide). Yield: 96.1%. Reaction SMILES: [NH2:1][C:2]1[CH:3]=[CH:4][C:5]2[C:10](=[O:11])[O:9][C:8]([CH3:13])([CH3:12])[O:7][C:6]=2[CH:14]=1.CCN(C(C)C)C(C)C.[CH:24]1([CH2:29][CH2:30][C:31](Cl)=[O:32])[CH2:28][CH2:27][CH2:26][CH2:25]1>C(Cl)Cl>[CH:24]1([CH2:29][CH2:30][C:31]([NH:1][C:2]2[CH:3]=[CH:4][C:5]3[C:10](=[O:11])[O:9][C:8]([CH3:12])([CH3:13])[O:7][C:6]=3[CH:14]=2)=[O:32])[CH2:28][CH2:27][CH2:26][CH2:25]1. Reported procedure: To a cold (0° C.) solution of 7-amino-2,2-dimethyl-4H-1,3-benzodioxine-4-one (1.93 g, 10.0 mmol) and DIEA (1.55 g, 12.00 mmol) in DCM (50 mL) was added drop-wise a solution of 3-cyclopentylpropionyl chloride (Aldrich, 1.93 g, 12.0 mmol) in DCM. The reaction was stirred at 0° C. for 1 hr, then at rt for 3 hrs. The reaction mixture was washed with an aqueous solution of HCl (1N). The organic layer was dried over MgSO4 and the solvent was removed under reduced pressure. Purification by flash chroma...